This data is from the Open Reaction Database (ORD), a public repository of structured organic reaction records. The task is: describe an organic reaction: reactants, conditions, products, and yield Yields the product ClC=1C=C(C=C(C1)Cl)SC1=C(N=C(N1CC=1C(=NC=CC1)C)CO)C(C)C (5-(3,5-dichlorophenylthio)-2-hydroxymethyl-4-isopropyl-1-(2-methylpyridin-3-ylmethyl)-1H-imidazole). Isolated yield 99.6%. Reported procedure: In a mixture of 15 ml of ethanol and 20 ml of 36% hydrochloric acid was dissolved 609 mg of 2-benzyloxymethyl-5-(3,5-dichlorophenylthio)-4-isopropyl-1-(2-methylpyridin-3-ylmethyl)-1H-imidazole (118a), and the mixture was stirred at 90° C. for 3 hours. After completion of the reaction, the solvent was distilled off under reduced pressure. An aqueous sodium hydrogen carbonate solution was added, extracted with ethyl acetate, the extract was dried over sodium sulfate, and the solvent was distilled ... Reaction conditions: temperature 90 celsius, time 3 hour. Reactants: C(C1=CC=CC=C1)OCC=1N(C(=C(N1)C(C)C)SC1=CC(=CC(=C1)Cl)Cl)CC=1C(=NC=CC1)C (2-benzyloxymethyl-5-(3,5-dichlorophenylthio)-4-isopropyl-1-(2-methylpyridin-3-ylmethyl)-1H-imidazole). Reaction SMILES: C([O:8][CH2:9][C:10]1[N:11]([CH2:27][C:28]2[C:29]([CH3:34])=[N:30][CH:31]=[CH:32][CH:33]=2)[C:12]([S:18][C:19]2[CH:24]=[C:23]([Cl:25])[CH:22]=[C:21]([Cl:26])[CH:20]=2)=[C:13]([CH:15]([CH3:17])[CH3:16])[N:14]=1)C1C=CC=CC=1>C(O)C.Cl>[Cl:25][C:23]1[CH:24]=[C:19]([S:18][C:12]2[N:11]([CH2:27][C:28]3[C:29]([CH3:34])=[N:30][CH:31]=[CH:32][CH:33]=3)[C:10]([CH2:9][OH:8])=[N:14][C:13]=2[CH:15]([CH3:17])[CH3:16])[CH:20]=[C:21]([Cl:26])[CH:22]=1. Run in C(C)O (ethanol), Cl (hydrochloric acid). Starting materials: N1=C(C=NC(=C1)C(=O)O)C(=O)O (Pyrazine-2,5-dicarboxylic acid), C=1C=CC2=C(C1)N=NN2O (HOBt), Cl.CN(CCCN=C=NCC)C (1-(3-dimethylaminopropyl)-3-ethylcarbodiimide hydrochloride), CCN(C(C)C)C(C)C (DIPEA), N1=C(C=NC(=C1)C(=O)O)C(=O)O (pyrazine-2,5-dicarboxylic acid), C=1C=CC2=C(C1)N=NN2O (HOBt), Cl.CN(CCCN=C=NCC)C (1-(3-dimethylaminopropyl)-3-ethylcarbodiimide hydrochloride), CCN(C(C)C)C(C)C (DIPEA), NCCN1N=C(C=C1)C1=CC(=C(C#N)C=C1)Cl (4-(1-(2-Aminoethyl)-1H-pyrazol-3-yl)-2-chlorobenzonitrile), CCN(C(C)C)C(C)C (DIPEA). Solvent: C(Cl)Cl (DCM), O (water), C(Cl)Cl (DCM), C(Cl)Cl (DCM). The product is ClC=1C=C(C=CC1C#N)C1=NN(C=C1)CCNC(=O)C=1N=CC(=NC1)C(=O)O (5-(2-(3-(3-chloro-4-cyanophenyl)-1H-pyrazol-1-yl)ethylcarbamoyl)-pyrazine-2-carboxylic acid). The yield is 49.9%. Reaction SMILES: [N:1]1[CH:6]=[C:5]([C:7]([OH:9])=O)[N:4]=[CH:3][C:2]=1[C:10]([OH:12])=[O:11].C1C=CC2N(O)N=NC=2C=1.Cl.CN(C)CCCN=C=NCC.CCN(C(C)C)C(C)C.[NH2:44][CH2:45][CH2:46][N:47]1[CH:51]=[CH:50][C:49]([C:52]2[CH:59]=[CH:58][C:55]([C:56]#[N:57])=[C:54]([Cl:60])[CH:53]=2)=[N:48]1>C(Cl)Cl.O>[Cl:60][C:54]1[CH:53]=[C:52]([C:49]2[CH:50]=[CH:51][N:47]([CH2:46][CH2:45][NH:44][C:7]([C:5]3[N:4]=[CH:3][C:2]([C:10]([OH:12])=[O:11])=[N:1][CH:6]=3)=[O:9])[N:48]=2)[CH:59]=[CH:58][C:55]=1[C:56]#[N:57] |f:2.3|. Procedure details: Pyrazine-2,5-dicarboxylic acid (0.53 g; 3.18 mmol), anhydrous HOBt (0.43 g; 3.18 mmol), 1-(3-dimethylaminopropyl)-3-ethylcarbodiimide hydrochloride (0.61 g; 3.18 mmol) and DIPEA (0.55 ml; 3.18 mmol) were dissolved in 5 ml of dry DCM. 4-(1-(2-Aminoethyl)-1H-pyrazol-3-yl)-2-chlorobenzonitrile (0.6 g; 2.12 mmol) and DIPEA (0.55 ml; 3.18 mmol) were dissolved in 5 ml of dry DCM and added dropwise to the previous mixture. The reaction mixture was stirred overnight after which pyrazine-2,5-dicarboxylic... Starting materials: BrC=1C=C2C(=C(C=NC2=CC1F)[N+](=O)[O-])N[C@@H]1[C@H](CN(CC1)C(=O)OC(C)(C)C)F ((3S,4S)-tert-butyl 4-((6-bromo-7-fluoro-3-nitroquinolin-4-yl)amino)-3-fluoropiperidine-1-carboxylate), ice water, S(=O)([O-])S(=O)[O-].[Na+].[Na+] (sodium dithionite), CCOC(=O)C.CCCCCC (EtOAc hexane). Solvent: O1CCOCC1 (1,4-dioxane). Run at time 5 hour. Product: NC=1C=NC2=CC(=C(C=C2C1N[C@@H]1[C@H](CN(CC1)C(=O)OC(C)(C)C)F)Br)F ((3S,4S)-tert-butyl 4-((3-amino-6-bromo-7-fluoroquinolin-4-yl)amino)-3-fluoropiperidine-1-carboxylate). Isolated yield 107.3%. RXN SMILES: [Br:1][C:2]1[CH:3]=[C:4]2[C:9](=[CH:10][C:11]=1[F:12])[N:8]=[CH:7][C:6]([N+:13]([O-])=O)=[C:5]2[NH:16][C@H:17]1[CH2:22][CH2:21][N:20]([C:23]([O:25][C:26]([CH3:29])([CH3:28])[CH3:27])=[O:24])[CH2:19][C@@H:18]1[F:30].S(S([O-])=O)([O-])=O.[Na+].[Na+].CCOC(C)=O.CCCCCC>O1CCOCC1>[NH2:13][C:6]1[CH:7]=[N:8][C:9]2[C:4]([C:5]=1[NH:16][C@H:17]1[CH2:22][CH2:21][N:20]([C:23]([O:25][C:26]([CH3:29])([CH3:27])[CH3:28])=[O:24])[CH2:19][C@@H:18]1[F:30])=[CH:3][C:2]([Br:1])=[C:11]([F:12])[CH:10]=2 |f:1.2.3,4.5|. Procedure: (3S,4S)-tert-butyl 4-((6-bromo-7-fluoro-3-nitroquinolin-4-yl)amino)-3-fluoropiperidine-1-carboxylate (27 g, 0.055 mol) was taken in 1,4-dioxane (150 mL). Solution of sodium dithionite (29 g, 0.166 mol in 150 mL water) was added at RT and the resulting mixture was stirred for 5 h at RT. The reaction was monitored by TLC (50% EtOAc/hexane), after completion of reaction the reaction mixture was poured into ice water and extracted with EtOAc (3×200 mL). The combined organic layers were washed with b... Starting materials: C1COCCN1, COC(=O)c1ccccc1S(=O)(=O)NC(=O)Nc1nc(OC)cc(OC)n1, COCCO[Al+]OCCOC, Cl, [H-], [H-], [Na+], C1CCOC1. Product: COc1cc(OC)nc(NC(=O)NS(=O)(=O)c2ccccc2C=O)n1. As a reaction SMILES: [CH2:15]1[NH:16][CH2:17][CH2:18][O:19][CH2:20]1.[CH3:21][O:22][c:23]1[n:24][c:25]([NH:31][C:32](=[O:33])[NH:34][S:35](=[O:36])(=[O:37])[c:38]2[c:39]([C:44](=[O:45])[O:46][CH3:47])[cH:40][cH:41][cH:42][cH:43]2)[n:26][c:27]([O:29][CH3:30])[cH:28]1.[CH3:2][O:3][CH2:4][CH2:5][O:6][Al+:7][O:8][CH2:9][CH2:10][O:11][CH3:12].[ClH:48].[H-:14].[H-:1].[Na+:13].[O:49]1[CH2:50][CH2:51][CH2:52][CH2:53]1>>[CH3:21][O:22][c:23]1[n:24][c:25]([NH:31][C:32](=[O:33])[NH:34][S:35](=[O:36])(=[O:37])[c:38]2[c:39]([CH:44]=[O:45])[cH:40][cH:41][cH:42][cH:43]2)[n:26][c:27]([O:29][CH3:30])[cH:28]1. The product is COc1ccc(-c2oncc2CO)cc1. RXN SMILES: [CH2:20]([Al+:21][CH2:22][CH:23]([CH3:24])[CH3:25])[CH:26]([CH3:27])[CH3:28].[CH3:1][O:2][c:3]1[cH:4][cH:5][c:6](-[c:9]2[c:10]([C:14](=[O:15])[O:16][CH2:17][CH3:18])[cH:11][n:12][o:13]2)[cH:7][cH:8]1.[ClH:29].[H-:19].[O:30]1[CH2:31][CH2:32][CH2:33][CH2:34]1>>[CH3:1][O:2][c:3]1[cH:4][cH:5][c:6](-[c:9]2[c:10]([CH2:14][OH:15])[cH:11][n:12][o:13]2)[cH:7][cH:8]1. The reactants are CC(C)C[Al+]CC(C)C, CCOC(=O)c1cnoc1-c1ccc(OC)cc1, Cl, [H-], C1CCOC1. Starting materials: C(C)(=O)NC[C@@H]1CC[C@H](CC1)C(=O)O (trans-4-[(Acetylamino)methyl]cyclohexanecarboxylic acid), S(=O)(Cl)Cl (thionyl chloride). Conditions: time 30 minute. The product is C(C)(=O)NC[C@@H]1CC[C@H](CC1)C(=O)Cl (trans-4-[(acetylamino)methyl]cyclohexanecarbonyl chloride). RXN SMILES: [C:1]([NH:4][CH2:5][C@H:6]1[CH2:11][CH2:10][C@H:9]([C:12]([OH:14])=O)[CH2:8][CH2:7]1)(=[O:3])[CH3:2].S(Cl)([Cl:17])=O>>[C:1]([NH:4][CH2:5][C@H:6]1[CH2:11][CH2:10][C@H:9]([C:12]([Cl:17])=[O:14])[CH2:8][CH2:7]1)(=[O:3])[CH3:2]. Procedure: trans-4-[(Acetylamino)methyl]cyclohexanecarboxylic acid (12.1 g) was added by portions to thionyl chloride (25 ml) under ice-cooling. After stirred at room temperature for 30 minutes, thionyl chloride was evaporated under reduced pressure to give crude crystals of trans-4-[(acetylamino)methyl]cyclohexanecarbonyl chloride. Then, aluminum chloride (24.0 g) was added by portions to a solution of the crude crystals and 1,2,5,6-tetrahydro-4H-pyrrolo[3,2,1-ij]quinolin-4-one (12.1 g) in dichloromethane... Starting materials: solution, [Li]C (MeLi), CCOCC (Et2O), Cl (HCl), CON(C(C(C)(C)C1=CC=CC=C1)=O)C (N-methoxy-N-methyl-2-phenyl-isobutyramide). Run in C1CCOC1 (THF). Product: CC(C(C)=O)(C)C1=CC=CC=C1 (3-methyl-3-phenyl-butan-2-one). RXN SMILES: CON(C)[C:4](=[O:14])[C:5]([C:8]1[CH:13]=[CH:12][CH:11]=[CH:10][CH:9]=1)([CH3:7])[CH3:6].[Li]C.[CH3:18]COCC.Cl>C1COCC1>[CH3:6][C:5]([C:8]1[CH:13]=[CH:12][CH:11]=[CH:10][CH:9]=1)([CH3:7])[C:4](=[O:14])[CH3:18]. Procedure details: To a solution of N-methoxy-N-methyl-2-phenyl-isobutyramide (example 207E) (16 g, 77.2 mmoles) in THF (300 mL) cooled at −50° C. is added dropwise a 1.6M solution of MeLi in Et2O (80 mL, 131.2 mmoles). The reaction mixture is allowed to reach 0° C. and 1N HCl (130 mL, 130 mmoles) is added. The aqueous phase is extracted with Et2O. The organic phase is washed with brine, dried over MgSO4, filtered and the solvent is removed under reduced pressure to give 3-methyl-3-phenyl-butan-2-one.